Task: describe an organic reaction: reactants, conditions, products, and yield. Dataset: the Open Reaction Database (ORD), a public repository of structured organic reaction records The reactants are O[Ge]O.C=1C=CC=2C(C1)=C3NC2N=C4C=5C=CC=CC5C(=N4)N=C6C=7C=CC=CC7C(N6)=NC=8C=9C=CC=CC9C(=N3)N8 (dihydroxygermanium phthalocyanine), C1(=CC=CC=C1)C(CCCCCCCCCCCCCCCO[SiH2]O)C1=CC=CC=C1 (diphenylhexadecyloxysilanol), O[Ge]O.C=1C=CC=2C(C1)=C3NC2N=C4C=5C=CC=CC5C(=N4)N=C6C=7C=CC=CC7C(N6)=NC=8C=9C=CC=CC9C(=N3)N8 (dihydroxygermanium phthalocyanine). Run in O1CCOCC1 (dioxane). Reaction conditions: time 24 hour. The product is C1(=CC=CC=C1)C(CCCCCCCCCCCCCCCO[SiH2]O[Ge]O[SiH2]OCCCCCCCCCCCCCCCC(C1=CC=CC=C1)C1=CC=CC=C1)C1=CC=CC=C1.C=1C=CC=2C(C1)=C3NC2N=C4C=5C=CC=CC5C(=N4)N=C6C=7C=CC=CC7C(N6)=NC=8C=9C=CC=CC9C(=N3)N8 (bis(diphenylhexadecyloxy-siloxy)-germanium phthalocyanine). RXN SMILES: [OH:1][Ge:2][OH:3].[CH:4]1[CH:5]=[CH:6][C:7]2[C:8](=[C:10]3[N:42]=[C:41]4[N:43]=[C:34]([C:35]5[CH:36]=[CH:37][CH:38]=[CH:39][C:40]=54)[N:33]=[C:31]4[NH:32][C:24]([C:25]5[CH:26]=[CH:27][CH:28]=[CH:29][C:30]=54)=[N:23][C:21]4=[N:22][C:14]([C:15]5[CH:16]=[CH:17][CH:18]=[CH:19][C:20]=54)=[N:13][C:12]=2[NH:11]3)[CH:9]=1.[C:44]1([CH:50]([C:69]2[CH:74]=[CH:73][CH:72]=[CH:71][CH:70]=2)[CH2:51][CH2:52][CH2:53][CH2:54][CH2:55][CH2:56][CH2:57][CH2:58][CH2:59][CH2:60][CH2:61][CH2:62][CH2:63][CH2:64][CH2:65][O:66][SiH2:67]O)[CH:49]=[CH:48][CH:47]=[CH:46][CH:45]=1>O1CCOCC1>[C:48]1([CH:41]([C:40]2[CH:35]=[CH:36][CH:37]=[CH:38][CH:39]=2)[CH2:51][CH2:52][CH2:53][CH2:54][CH2:55][CH2:56][CH2:57][CH2:58][CH2:59][CH2:60][CH2:61][CH2:62][CH2:63][CH2:64][CH2:65][O:66][SiH2:67][O:1][Ge:2][O:3][SiH2:67][O:66][CH2:65][CH2:64][CH2:63][CH2:62][CH2:61][CH2:60][CH2:59][CH2:58][CH2:57][CH2:56][CH2:55][CH2:54][CH2:53][CH2:52][CH2:51][CH:50]([C:69]2[CH:70]=[CH:71][CH:72]=[CH:73][CH:74]=2)[C:44]2[CH:49]=[CH:48][CH:47]=[CH:46][CH:45]=2)[CH:47]=[CH:46][CH:45]=[CH:44][CH:49]=1.[CH:5]1[CH:4]=[CH:9][C:8]2[C:7](=[C:12]3[N:13]=[C:14]4[N:22]=[C:21]([C:20]5[CH:19]=[CH:18][CH:17]=[CH:16][C:15]=54)[N:23]=[C:24]4[NH:32][C:31]([C:30]5[CH:29]=[CH:28][CH:27]=[CH:26][C:25]=54)=[N:33][C:34]4=[N:43][C:41]([C:40]5[CH:39]=[CH:38][CH:37]=[CH:36][C:35]=54)=[N:42][C:10]=2[NH:11]3)[CH:6]=1 |f:0.1,4.5,^3:1,106|. Procedure details: 2 g (3.24 mmol) of dihydroxygermanium-phthalocyanine am boiled at reflux with 2 equivalents of diphenylhexadecyloxysilanol in 210 ml of dioxane for 39 hours. After 24 hours, 500 mg of dihydroxygermanium-phthalocyanine are added. The reaction mixture is allowed to cool and the residue is chromatographed on basic aluminium oxide (Alox B ) using pure hexane and hexane/ethyl acetate (4:1) in succession as eluants. The product-containing fractions am combined and concentrated. The residue is recrysta... The reactants are CC(=O)O, CC(=O)O[BH-](OC(C)=O)OC(C)=O, [Na+], O=Cc1ccc2cc3c(cc2n1)CC1(C3)C(=O)Nc2ncccc21, CCOC(=O)CC12CNc3cccc(c31)NC(=O)C2. Product: CCOC(=O)CC12CC(=O)Nc3cccc(c31)N(Cc1ccc3cc4c(cc3n1)CC1(C4)C(=O)Nc3ncccc31)C2. Reaction SMILES: [C:44]([OH:45])(=[O:46])[CH3:47].[C:48]([O:49][BH-:50]([O:51][C:52](=[O:53])[CH3:54])[O:55][C:56](=[O:57])[CH3:58])(=[O:59])[CH3:60].[Na+:61].[O:1]=[C:2]1[NH:3][c:4]2[n:5][cH:6][cH:7][cH:8][c:9]2[C:10]12[CH2:11][c:12]1[c:13]([cH:14][c:15]3[cH:16][cH:17][c:18]([CH:22]=[O:23])[n:19][c:20]3[cH:21]1)[CH2:24]2.[O:25]=[C:26]1[NH:27][c:28]2[cH:29][cH:30][cH:31][c:32]3[c:33]2[C:34]([CH2:38][C:39](=[O:40])[O:41][CH2:42][CH3:43])([CH2:35]1)[CH2:36][NH:37]3>>[O:1]=[C:2]1[NH:3][c:4]2[n:5][cH:6][cH:7][cH:8][c:9]2[C:10]12[CH2:11][c:12]1[c:13]([cH:14][c:15]3[cH:16][cH:17][c:18]([CH2:22][N:37]4[c:32]5[cH:31][cH:30][cH:29][c:28]6[c:33]5[C:34]([CH2:38][C:39](=[O:40])[O:41][CH2:42][CH3:43])([CH2:35][C:26](=[O:25])[NH:27]6)[CH2:36]4)[n:19][c:20]3[cH:21]1)[CH2:24]2.